This data is from the Open Reaction Database (ORD), a public repository of structured organic reaction records. The task is: describe an organic reaction: reactants, conditions, products, and yield Reactants: COC1=NC(=C(C=C1OC)[N+](=O)[O-])C=C[N+](=O)[O-] (2,3-dimethoxy-5-nitro-6-(2-nitrovinyl)pyridine), SiO2. Reagents/catalysts: [Fe] (Fe). Run in C1(=CC=CC=C1)C (toluene). Run at time 1 hour. The product is COC1=C(C=C2C(=N1)C=CN2)OC (5,6-Dimethoxy-1H-pyrrolo[3,2-b]pyridine). Isolated yield 46.0%. RXN SMILES: [CH3:1][O:2][C:3]1[C:8]([O:9][CH3:10])=[CH:7][C:6]([N+]([O-])=O)=[C:5]([CH:14]=[CH:15][N+:16]([O-])=O)[N:4]=1>[Fe].C1(C)C=CC=CC=1>[CH3:1][O:2][C:3]1[N:4]=[C:5]2[CH:14]=[CH:15][NH:16][C:6]2=[CH:7][C:8]=1[O:9][CH3:10]. Procedure details: Heat a mixture of 2,3-dimethoxy-5-nitro-6-(2-nitrovinyl)pyridine, 8 (144 mg, 0.565 nmmol), Fe (0.6 g, 0.565 nmmol), SiO2 (0.565 g) under reflux in ACOH (3.4 mL) and toluene (5.7 mL). After 1 h, leave the reaction medium to cool to room temperature. Filter the reaction mixture and wash the solid with CH2Cl2 and discard. Then wash the filtrate with aqueous Na2SO3 at 1%/Na2S2O5, then with saturated NaHCO3, dry (MgSO4) and concentrate under vacuum. Purify the raw product by flash chromatography (EtO... Starting materials: C1CCOC1, CO, COc1cn(-c2ccc(C3=CCOCC3)cc2F)nc(-c2ccnn2-c2ccccc2)c1=O. Yields the product COc1cn(-c2ccc(C3CCOCC3)cc2F)nc(-c2ccnn2-c2ccccc2)c1=O. RXN SMILES: [CH2:34]1[O:35][CH2:36][CH2:37][CH2:38]1.[CH3:39][OH:40].[O:1]1[CH2:2][CH2:3][C:4]([c:7]2[cH:8][c:9]([F:33])[c:10](-[n:13]3[n:14][c:15](-[c:22]4[cH:23][cH:24][n:25][n:26]4-[c:27]4[cH:28][cH:29][cH:30][cH:31][cH:32]4)[c:16](=[O:21])[c:17]([O:19][CH3:20])[cH:18]3)[cH:11][cH:12]2)=[CH:5][CH2:6]1>>[O:1]1[CH2:2][CH2:3][CH:4]([c:7]2[cH:8][c:9]([F:33])[c:10](-[n:13]3[n:14][c:15](-[c:22]4[cH:23][cH:24][n:25][n:26]4-[c:27]4[cH:28][cH:29][cH:30][cH:31][cH:32]4)[c:16](=[O:21])[c:17]([O:19][CH3:20])[cH:18]3)[cH:11][cH:12]2)[CH2:5][CH2:6]1. As a reaction SMILES: Cl[C:2]1[C:7]([C:8]([F:11])([F:10])[F:9])=[CH:6][CH:5]=[CH:4][N:3]=1.[O-:12][CH2:13][CH3:14].[Na+]>C(O)C>[CH2:13]([O:12][C:2]1[C:7]([C:8]([F:11])([F:10])[F:9])=[CH:6][CH:5]=[CH:4][N:3]=1)[CH3:14] |f:1.2|. Reactants: ClC1=NC=CC=C1C(F)(F)F (2-Chloro-3-trifluoromethyl-pyridine), [O-]CC.[Na+] (sodium ethoxide). Reported procedure: 2-Chloro-3-trifluoromethyl-pyridine (4.43 g, 24.4 mmol) was dissolved in 42 ml 21% (wt.) sodium ethoxide in ethanol. The mixture was stirred at ambient temperature for 1.5 days. After this period of time, the solvent was evaporated and the residue was taken into water and extracted with dichloromethane three times. The combined extract was washed with brine, dried over sodium sulfate, and concentrated in vacuo to give 2-ethoxy-3-trifluoromethyl-pyridine as a light liquid (3.42 g, 73% yield). The... Isolated yield 73.0%. The solvent is C(C)O (ethanol). Reaction conditions: time 1.5 day. Yields the product C(C)OC1=NC=CC=C1C(F)(F)F (2-ethoxy-3-trifluoromethyl-pyridine), liquid. Starting materials: F[B-](F)(F)F.C(C)(C)(C)[PH+](C(C)(C)C)C(C)(C)C (tri-tert-butylphosphonium tetrafluoroborate), N#N (N2), BrC=1C=C(C=CC1)NC(OC(C)(C)C)=O (tert-butyl (3-bromophenyl)carbamate), C(C=C)O (2-propen-1-ol), C1(CCCCC1)N(C1CCCCC1)C (N-cyclohexyl-N-methyl-cyclohexanamine). Reagents/catalysts: C=1C=CC(=CC1)/C=C/C(=O)/C=C/C2=CC=CC=C2.C=1C=CC(=CC1)/C=C/C(=O)/C=C/C2=CC=CC=C2.C=1C=CC(=CC1)/C=C/C(=O)/C=C/C2=CC=CC=C2.[Pd].[Pd] (Tris(dibenzylideneacetone)dipalladium). Run in O1CCOCC1 (1,4-dioxane). Run at temperature 40 celsius, time 8 hour. Product: C(CCC)OC(NC1=CC(=CC=C1)CCC=O)=O (butyl[3-(3-oxopropyl)phenyl]carbamate). Isolated yield 911.6%. RXN SMILES: F[B-](F)(F)F.[C:6]([PH+](C(C)(C)C)C(C)(C)C)(C)(C)[CH3:7].N#N.Br[C:22]1[CH:23]=[C:24]([NH:28][C:29](=[O:35])[O:30][C:31]([CH3:34])(C)C)[CH:25]=[CH:26][CH:27]=1.[CH2:36]([OH:39])[CH:37]=[CH2:38].C1(N(C)C2CCCCC2)CCCCC1>C1C=CC(/C=C/C(/C=C/C2C=CC=CC=2)=O)=CC=1.C1C=CC(/C=C/C(/C=C/C2C=CC=CC=2)=O)=CC=1.C1C=CC(/C=C/C(/C=C/C2C=CC=CC=2)=O)=CC=1.[Pd].[Pd].O1CCOCC1>[CH2:31]([O:30][C:29](=[O:35])[NH:28][C:24]1[CH:25]=[CH:26][CH:27]=[C:22]([CH2:38][CH2:37][CH:36]=[O:39])[CH:23]=1)[CH2:34][CH2:6][CH3:7] |f:0.1,6.7.8.9.10|. Procedure: Tris(dibenzylideneacetone)dipalladium (0.10 g, 0.00011 mol) and tri-tert-butylphosphonium tetrafluoroborate (0.064 g, 0.00022 mol) in a flask was evacuated and refilled with N2 (3 times). Then 1,4-dioxane (7.0 mL) was added followed by consecutive addition of tert-butyl (3-bromophenyl)carbamate (2.00 g, 0.00735 mol), 2-propen-1-ol (0.854 g, 0.0147 mol), N-cyclohexyl-N-methyl-cyclohexanamine (1.7 g, 0.0088 mol). The reaction mixture was stirred at 40° C. overnight, filtered, and washed with dichl...